From a dataset of the Open Reaction Database (ORD), a public repository of structured organic reaction records. describe an organic reaction: reactants, conditions, products, and yield Starting materials: O=C([O-])[O-], CCCI, COC(=O)C(=NO)C(C)=O, CC(C)=O, [K+], [K+]. The product is CCCON=C(C(C)=O)C(=O)OC. Reaction SMILES: [C:11](=[O:12])([O-:13])[O-:14].[CH2:17]([CH2:18][CH3:19])[I:20].[CH3:1][O:2][C:3]([C:4]([C:5](=[O:6])[CH3:7])=[N:8][OH:9])=[O:10].[CH3:21][C:22](=[O:23])[CH3:24].[K+:15].[K+:16]>>[CH3:1][O:2][C:3]([C:4]([C:5](=[O:6])[CH3:7])=[N:8][O:9][CH2:17][CH2:18][CH3:19])=[O:10]. Starting materials: NCCCCN1C(=NC=2C(=NC=3C=CC=CC3C21)N)CCCCC (1-(4-aminobutyl)-2-pentyl-1H-imidazo[4,5-c]quinolin-4-amine), C1(=CC=CC=C1)N=C=O (phenyl isocyanate). The product is NC1=NC=2C=CC=CC2C2=C1N=C(N2CCCCNC(=O)NC2=CC=CC=C2)CCCCC (N-[4-(4-amino-2-pentyl-1H-imidazo[4,5-c]quinolin-1-yl)butyl]-N′-phenylurea). Yield: 26.9%. Reaction SMILES: [NH2:1][CH2:2][CH2:3][CH2:4][CH2:5][N:6]1[C:18]2[C:17]3[CH:16]=[CH:15][CH:14]=[CH:13][C:12]=3[N:11]=[C:10]([NH2:19])[C:9]=2[N:8]=[C:7]1[CH2:20][CH2:21][CH2:22][CH2:23][CH3:24].[C:25]1([N:31]=[C:32]=[O:33])[CH:30]=[CH:29][CH:28]=[CH:27][CH:26]=1>>[NH2:19][C:10]1[C:9]2[N:8]=[C:7]([CH2:20][CH2:21][CH2:22][CH2:23][CH3:24])[N:6]([CH2:5][CH2:4][CH2:3][CH2:2][NH:1][C:32]([NH:31][C:25]3[CH:30]=[CH:29][CH:28]=[CH:27][CH:26]=3)=[O:33])[C:18]=2[C:17]2[CH:16]=[CH:15][CH:14]=[CH:13][C:12]=2[N:11]=1. Procedure: Using the general method of Example 149, 1-(4-aminobutyl)-2-pentyl-1H-imidazo[4,5-c]quinolin-4-amine (800 mg, 2.5 mmol) was reacted with phenyl isocyanate (0.26 mL, 2.5 mmol) to provide 299 mg of N-[4-(4-amino-2-pentyl-1H-imidazo[4,5-c]quinolin-1-yl)butyl]-N′-phenylurea as an off white solid, m.p. 159.0-160.4° C. Analysis: Calculated for C26H32N6O2.1.0H2O: %C, 67.51; %H, 7.41; %N, 18.17; Found: %C, 67.73; %H, 7.33; %N, 17.97. The reactants are ClC=1N=NC(=CC1)C=1C=C(C=CC1)C(F)(F)F (3-chloro-6-(α,α,α-trifluoro-m-tolyl)pyridazine), C(CC)(=O)NN (propionic acid hydrazide), C(CCC)O (n-butanol). Run in C(Cl)(Cl)Cl.CCCCCC (CHCl3 hexane). Product: C(C)C1=NN=C2N1N=C(C=C2)C=2C=C(C=CC2)C(F)(F)F (3ethyl-6-(α ,α ,α-trifluoro-m-tolyl)-1,2,4-triazolo[4,3-b]pyridazine). RXN SMILES: Cl[C:2]1[N:3]=[N:4][C:5]([C:8]2[CH:9]=[C:10]([C:14]([F:17])([F:16])[F:15])[CH:11]=[CH:12][CH:13]=2)=[CH:6][CH:7]=1.[C:18]([NH:22][NH2:23])(=O)[CH2:19][CH3:20].C(O)CCC>C(Cl)(Cl)Cl.CCCCCC>[CH2:19]([C:18]1[N:3]2[N:4]=[C:5]([C:8]3[CH:9]=[C:10]([C:14]([F:17])([F:16])[F:15])[CH:11]=[CH:12][CH:13]=3)[CH:6]=[CH:7][C:2]2=[N:23][N:22]=1)[CH3:20] |f:3.4|. Reported procedure: A mixture of 5.0 g. of 3-chloro-6-(α,α,α-trifluoro-m-tolyl)pyridazine, 3.40 g. of propionic acid hydrazide and 100 ml. of n-butanol is refluxed for 48 hr. The solvent is removed under vacuum and the residue dissolved in chloroform. The solution is passed through a column of hydrous magnesium silicate and the eluent concentrated to give 3.0 g. of crystals (from CHCl3 -hexane), m.p. 183°-185° C. Reactants: C(CCC)OC(=O)C1=C(C2=C(C(=N1)Br)C(=NS2)C)O (4-Bromo-7-hydroxy-3-methyl-isothiazolo[4,5-c]pyridine-6-carboxylic acid butyl ester), C(CCC)[Sn](C1=CC=CC=C1)(CCCC)CCCC (tributylphenylstannane). The product is C(CCC)OC(=O)C1=C(C2=C(C(=N1)C1=CC=CC=C1)C(=NS2)C)O (7-Hydroxy-3-methyl-4-phenyl-isothiazolo[4,5-c]pyridine-6-carboxylic acid butyl ester). Reaction SMILES: [CH2:1]([O:5][C:6]([C:8]1[N:13]=[C:12](Br)[C:11]2[C:15]([CH3:18])=[N:16][S:17][C:10]=2[C:9]=1[OH:19])=[O:7])[CH2:2][CH2:3][CH3:4].C([Sn](CCCC)(CCCC)[C:25]1[CH:30]=[CH:29][CH:28]=[CH:27][CH:26]=1)CCC>>[CH2:1]([O:5][C:6]([C:8]1[N:13]=[C:12]([C:25]2[CH:30]=[CH:29][CH:28]=[CH:27][CH:26]=2)[C:11]2[C:15]([CH3:18])=[N:16][S:17][C:10]=2[C:9]=1[OH:19])=[O:7])[CH2:2][CH2:3][CH3:4]. Procedure: The title compound was synthesized in analogy Example 3 from 4-Bromo-7-hydroxy-3-methyl-isothiazolo[4,5-c]pyridine-6-carboxylic acid butyl ester and tributylphenylstannane: MS (m/z) 343.1 (M+1). The reactants are FC(C=1C=C(C(=O)Cl)C=C(C1)C(F)(F)F)(F)F (3,5-Bis-trifluoromethylbenzoyl chloride), ClC1=CC(=C(C=N1)NC)C1=C(C=CC=C1)C (6-chloro-N-methyl-4-o-tolylpyridin-3-amine), CCN(C(C)C)C(C)C (DIPEA). Solvent: C1CCOC1 (THF). Conditions: time 8 hour. Product: ClC1=CC(=C(C=N1)N(C(C1=CC(=CC(=C1)C(F)(F)F)C(F)(F)F)=O)C)C1=C(C=CC=C1)C (N-(6-Chloro-4-o-tolyl-pyridin-3-yl)-N-methyl-3,5-bis-trifluoromethyl-benzamide), solid. Isolated yield 79.0%. As a reaction SMILES: [F:1][C:2]([F:17])([F:16])[C:3]1[CH:4]=[C:5]([CH:9]=[C:10]([C:12]([F:15])([F:14])[F:13])[CH:11]=1)[C:6](Cl)=[O:7].[Cl:18][C:19]1[N:24]=[CH:23][C:22]([NH:25][CH3:26])=[C:21]([C:27]2[CH:32]=[CH:31][CH:30]=[CH:29][C:28]=2[CH3:33])[CH:20]=1.CCN(C(C)C)C(C)C>C1COCC1>[Cl:18][C:19]1[N:24]=[CH:23][C:22]([N:25]([CH3:26])[C:6](=[O:7])[C:5]2[CH:4]=[C:3]([C:2]([F:17])([F:16])[F:1])[CH:11]=[C:10]([C:12]([F:15])([F:14])[F:13])[CH:9]=2)=[C:21]([C:27]2[CH:32]=[CH:31][CH:30]=[CH:29][C:28]=2[CH3:33])[CH:20]=1. Procedure: 3,5-Bis-trifluoromethylbenzoyl chloride (76 mg, 0.28 mmol, CAS RN 1271-19-8) was added to a solution of 6-chloro-N-methyl-4-o-tolylpyridin-3-amine (30 mg, 0.13 mmol, prepared as described in WO2005/002577) and DIPEA (50 μL, 0.29 mmol) in THF (1.5 mL). The reaction mixture was stirred overnight, filtered and all volatiles removed in vacuo. The desired product was isolated by flash chromatography on silica gel (25% EtOAc in n-hexane) as a waxy solid (48 mg, 79%). MS (ESI): m/z=472.9 [M+H]+. The reactants are O=C([O-])[O-], Cc1ccc(S(=O)(=O)OCCCS(C)(=O)=O)cc1, CN(C)C=O, Cc1cc(O)c(F)c(C)c1-c1cccc(C=O)c1, [K+], [K+], O. Product: Cc1cc(OCCCS(C)(=O)=O)c(F)c(C)c1-c1cccc(C=O)c1. RXN SMILES: [C:37](=[O:38])([O-:39])[O-:40].[CH3:19][c:20]1[cH:21][cH:22][c:23]([S:24]([O:25][CH2:30][CH2:31][CH2:32][S:33](=[O:34])(=[O:35])[CH3:36])(=[O:26])=[O:27])[cH:28][cH:29]1.[CH3:44][N:45]([CH3:46])[CH:47]=[O:48].[F:1][c:2]1[c:3]([CH3:18])[c:4](-[c:10]2[cH:11][c:12]([CH:16]=[O:17])[cH:13][cH:14][cH:15]2)[c:5]([CH3:9])[cH:6][c:7]1[OH:8].[K+:41].[K+:42].[OH2:43]>>[F:1][c:2]1[c:3]([CH3:18])[c:4](-[c:10]2[cH:11][c:12]([CH:16]=[O:17])[cH:13][cH:14][cH:15]2)[c:5]([CH3:9])[cH:6][c:7]1[O:8][CH2:30][CH2:31][CH2:32][S:33](=[O:34])(=[O:35])[CH3:36]. Reactants: CC1=C(C=C(C(=O)O)C=C1)C1=CC2=C(N=C(N=C2)SC)N(C1=O)C (4-Methyl-3-(8-methyl-2-methylsulfanyl-7-oxo-7,8-dihydro-pyrido[2,3-d]pyrimidin-6-yl)-benzoic acid), C1(CC1)N (cyclopropylamine), CCN=C=NCCCN(C)C (EDCI). The solvent is CN(C)C=O (DMF). Conditions: time 90 minute. Product: C1(CC1)NC(C1=CC(=C(C=C1)C)C1=CC2=C(N=C(N=C2)SC)N(C1=O)C)=O (N-cyclopropyl-4-methyl-3-(8-methyl-2-methylsulfanyl-7-oxo-7,8-dihydro-pyrido[2,3-d]pyrimidin-6-yl)-benzamide). The yield is 14.9%. Reaction SMILES: [CH3:1][C:2]1[CH:10]=[CH:9][C:5]([C:6]([OH:8])=O)=[CH:4][C:3]=1[C:11]1[C:22](=[O:23])[N:21]([CH3:24])[C:14]2[N:15]=[C:16]([S:19][CH3:20])[N:17]=[CH:18][C:13]=2[CH:12]=1.[CH:25]1([NH2:28])[CH2:27][CH2:26]1.CCN=C=NCCCN(C)C>CN(C=O)C>[CH:25]1([NH:28][C:6](=[O:8])[C:5]2[CH:9]=[CH:10][C:2]([CH3:1])=[C:3]([C:11]3[C:22](=[O:23])[N:21]([CH3:24])[C:14]4[N:15]=[C:16]([S:19][CH3:20])[N:17]=[CH:18][C:13]=4[CH:12]=3)[CH:4]=2)[CH2:27][CH2:26]1. Procedure: 4-Methyl-3-(8-methyl-2-methylsulfanyl-7-oxo-7,8-dihydro-pyrido[2,3-d]pyrimidin-6-yl)-benzoic acid (150 mg, 0.44 mmol) was taken up in 2 mL DMF, and cyclopropylamine (50 mg, 0.88 mmol) was added, followed by EDCI (1.2 g, 0.527 mmol, 1.2 eq.). The reaction mixture was stirred at room temperature for 90 minutes, then partitioned between water and EtOAc. The organic layer was washed with brine, dried over MgSO4, filtered and concentrated under reduced pressure. The residue was purified by preparativ... Product: CCCc1cc(CCCN2CCN(c3ccc(Cl)cc3)CC2)nn1C(C)(C)C. As a reaction SMILES: [C:1]([CH3:2])([CH3:3])([CH3:4])[n:5]1[n:6][c:7]([CH2:13][CH2:14][CH:15]=[O:16])[cH:8][c:9]1[CH2:10][CH2:11][CH3:12].[CH:30]([N:31]([CH2:32][CH3:33])[CH:34]([CH3:35])[CH3:36])([CH3:37])[CH3:38].[Cl:17][c:18]1[cH:19][cH:20][c:21]([N:24]2[CH2:25][CH2:26][NH:27][CH2:28][CH2:29]2)[cH:22][cH:23]1>>[C:1]([CH3:2])([CH3:3])([CH3:4])[n:5]1[n:6][c:7]([CH2:13][CH2:14][CH2:15][N:27]2[CH2:26][CH2:25][N:24]([c:21]3[cH:20][cH:19][c:18]([Cl:17])[cH:23][cH:22]3)[CH2:29][CH2:28]2)[cH:8][c:9]1[CH2:10][CH2:11][CH3:12]. Starting materials: CCCc1cc(CCC=O)nn1C(C)(C)C, CCN(C(C)C)C(C)C, Clc1ccc(N2CCNCC2)cc1. Reactants: [BH4-], CCCCCC(=O)C=CBr, CCO, CCCCCC(=O)C=CCl, [Na+]. Product: CCCCCC(O)C=CBr. RXN SMILES: [BH4-:1].[Br:3][CH:4]=[CH:5][C:6]([CH2:7][CH2:8][CH2:9][CH2:10][CH3:11])=[O:12].[CH3:23][CH2:24][OH:25].[Cl:13][CH:14]=[CH:15][C:16](=[O:17])[CH2:18][CH2:19][CH2:20][CH2:21][CH3:22].[Na+:2]>>[Br:3][CH:4]=[CH:5][CH:6]([CH2:7][CH2:8][CH2:9][CH2:10][CH3:11])[OH:12]. Starting materials: S(O)(O)(=O)=O (sulfuric acid), C(C)O/C=C/C(=O)NC=1C=C2CC3(C(NC4=NC=CC=C43)=O)CC2=CC1 ((±)-(2E)-3-Ethoxy-N-(2′-oxo-1,1′,2′,3-tetrahydrospiro[indene-2,3′-pyrrolo[2,3-b]pyridin]-5-yl)acrylamide), [OH-].[Na+] (NaOH). Conditions: temperature 0 celsius, time 10 minute. Product: OC1=NC2=CC3=C(C=C2C=C1)CC1(C=NC2=NC=CC=C21)C3 ((±)-2-Hydroxy-6,8-dihydrospiro[cyclopenta[g]quinoline-7,3′-pyrrolo[2,3-b]pyridin]). Reaction SMILES: S(=O)(=O)(O)O.C(O/[CH:9]=[CH:10]/[C:11]([NH:13][C:14]1[CH:15]=[C:16]2[C:29](=[CH:30][CH:31]=1)[CH2:28][C:18]1([C:26]3[C:21](=[N:22][CH:23]=[CH:24][CH:25]=3)[NH:20][C:19]1=O)[CH2:17]2)=[O:12])C.[OH-].[Na+]>>[OH:12][C:11]1[CH:10]=[CH:9][C:31]2[C:14](=[CH:15][C:16]3[CH2:17][C:18]4([C:26]5[C:21](=[N:22][CH:23]=[CH:24][CH:25]=5)[N:20]=[CH:19]4)[CH2:28][C:29]=3[CH:30]=2)[N:13]=1 |f:2.3|. Reported procedure: To stirred concentrated sulfuric acid (25 mL) at 0° C. was added (±)-(2E)-3-ethoxy-N-(2′-oxo-1,1′,2′,3-tetrahydrospiro[indene-2,3′-pyrrolo[2,3-b]pyridin]-5-yl)acrylamide from Step A (2.20 g, 6.30 mmol) portionwise. The resulting mixture was stirred at 0° C. for 10 min then poured onto ice and adjusted to pH=9 by careful addition of 10 N aqueous NaOH. The precipitate was isolated by filtration, washed with H2O, and dried to give the title compound. MS: m/z=304 (M+1).